This data is from the Open Reaction Database (ORD), a public repository of structured organic reaction records. The task is: describe an organic reaction: reactants, conditions, products, and yield Reactants: C(C#C)N1CCCC1 (N-propargylpyrrolidine), C(C)(C)NC(C)C (diisopropylamine), C(C#C)N1CCCC1 (N-Propargylpyrrolidine), C(C)(C)NC(C)C (diisopropylamine), IC1=CC=C(C=C1)\C(=C/COC1=CC(=C(OCC(=O)OC)C=C1)C)\C1=CC=C(C=C1)C(F)(F)F (methyl (Z)-[4-[3-(4-iodophenyl)-3-(4-trifluoromethylphenyl)-allyloxy]-2-methylphenoxy]acetate). The reagents and catalysts are [Cu]I (copper(I) iodide), Cl[Pd]([P](C1=CC=CC=C1)(C2=CC=CC=C2)C3=CC=CC=C3)([P](C4=CC=CC=C4)(C5=CC=CC=C5)C6=CC=CC=C6)Cl (bis(triphenylphosphine)palladium(II) dichloride), [Cu]I (copper(I) iodide), Cl[Pd]([P](C1=CC=CC=C1)(C2=CC=CC=C2)C3=CC=CC=C3)([P](C4=CC=CC=C4)(C5=CC=CC=C5)C6=CC=CC=C6)Cl (bis(triphenylphosphine)palladium(II) dichloride). Solvent: O1CCCC1 (tetrahydrofuran). Reaction conditions: time 21 hour. The product is CC1=C(OCC(=O)OC)C=CC(=C1)OC\C=C(\C1=CC=C(C=C1)C(F)(F)F)/C1=CC=C(C=C1)C#CCN1CCCC1 (methyl (E)-[2-methyl-4-[3-[4-[3-(pyrrolidin-1-yl)propynyl]phenyl]-3-(4-trifluoromethylphenyl)allyloxy]phenoxy]acetate). RXN SMILES: [CH2:1]([N:4]1[CH2:8][CH2:7][CH2:6][CH2:5]1)[C:2]#[CH:3].C(NC(C)C)(C)C.I[C:17]1[CH:22]=[CH:21][C:20](/[C:23](/[C:40]2[CH:45]=[CH:44][C:43]([C:46]([F:49])([F:48])[F:47])=[CH:42][CH:41]=2)=[CH:24]\[CH2:25][O:26][C:27]2[CH:38]=[CH:37][C:30]([O:31][CH2:32][C:33]([O:35][CH3:36])=[O:34])=[C:29]([CH3:39])[CH:28]=2)=[CH:19][CH:18]=1>O1CCCC1.[Cu]I.Cl[Pd](Cl)([P](C1C=CC=CC=1)(C1C=CC=CC=1)C1C=CC=CC=1)[P](C1C=CC=CC=1)(C1C=CC=CC=1)C1C=CC=CC=1>[CH3:39][C:29]1[CH:28]=[C:27]([O:26][CH2:25]/[CH:24]=[C:23](\[C:20]2[CH:19]=[CH:18][C:17]([C:3]#[C:2][CH2:1][N:4]3[CH2:8][CH2:7][CH2:6][CH2:5]3)=[CH:22][CH:21]=2)/[C:40]2[CH:45]=[CH:44][C:43]([C:46]([F:49])([F:48])[F:47])=[CH:42][CH:41]=2)[CH:38]=[CH:37][C:30]=1[O:31][CH2:32][C:33]([O:35][CH3:36])=[O:34] |^1:59,78|. Reported procedure: N-Propargylpyrrolidine (113 mg, 1.04 mmol) and diisopropylamine (0.339 mL, 2.42 mmol) were added to a solution of methyl (Z)-[4-[3-(4-iodophenyl)-3-(4-trifluoromethylphenyl)-allyloxy]-2-methylphenoxy]acetate (300 mg, 0.515 mmol; prepared as described in example 4) in tetrahydrofuran (10 mL). The mixture was degassed and copper(I) iodide (8 mg, 0.042 mmol) and bis(triphenylphosphine)palladium(II) dichloride (18 mg, 0.026 mmol) were added. The reaction mixture was stirred at ambient temperature fo... Reactants: C(=O)(O)C12CCC(CC1)(CC2)NCC(=O)N2[C@@H](C[C@@H](C2)F)C#N ((2S,4S)-1-[[N-(4-carboxybicyclo[2.2.2]oct-1-yl)amino]acetyl]-4-fluoropyrrolidine-2-carbonitrile), Cl.C1(CCCC1)CN (cyclopentylmethylamine hydrochloride). The product is C1(CCCC1)CNC(=O)C12CCC(CC1)(CC2)NCC(=O)N2[C@@H](C[C@@H](C2)F)C#N ((2S,4S)-1-[[N-[4-(N-cyclopentylmethylamino)carbonylbicyclo[2.2.2]oct-1-yl]amino]acetyl]-4-fluoropyrrolidine-2-carbonitrile). The yield is 22.2%. RXN SMILES: [C:1]([C:4]12[CH2:11][CH2:10][C:7]([NH:12][CH2:13][C:14]([N:16]3[CH2:20][C@@H:19]([F:21])[CH2:18][C@H:17]3[C:22]#[N:23])=[O:15])([CH2:8][CH2:9]1)[CH2:6][CH2:5]2)([OH:3])=O.Cl.[CH:25]1([CH2:30][NH2:31])[CH2:29][CH2:28][CH2:27][CH2:26]1>>[CH:25]1([CH2:30][NH:31][C:1]([C:4]23[CH2:9][CH2:8][C:7]([NH:12][CH2:13][C:14]([N:16]4[CH2:20][C@@H:19]([F:21])[CH2:18][C@H:17]4[C:22]#[N:23])=[O:15])([CH2:10][CH2:11]2)[CH2:6][CH2:5]3)=[O:3])[CH2:29][CH2:28][CH2:27][CH2:26]1 |f:1.2|. Procedure: In a similar manner to Example 87, (2S,4S)-1-[[N-(4-carboxybicyclo[2.2.2]oct-1-yl)amino]acetyl]-4-fluoropyrrolidine-2-carbonitrile (70.0 mg) and cyclopentylmethylamine hydrochloride (72.2 mg) were used to obtain (2S,4S)-1-[[N-[4-(N-cyclopentylmethylamino)carbonylbicyclo[2.2.2]oct-1-yl]amino]acetyl]-4-fluoropyrrolidine-2-carbonitrile (19.4 mg). As a reaction SMILES: [C:24](=[O:25])([O-:26])[O-:27].[CH2:20]1[CH:21]([CH3:22])[O:23]1.[CH3:30][C:31]#[N:32].[Cl:1][c:2]1[c:3]([OH:19])[cH:4][c:5]([CH2:8][NH:9][CH:10]([CH3:11])[c:12]2[cH:13][c:14]([Cl:18])[cH:15][cH:16][cH:17]2)[cH:6][cH:7]1.[Cs+:28].[Cs+:29]>>[Cl:1][c:2]1[c:3]([O:19][CH2:20][CH:21]([CH3:22])[OH:23])[cH:4][c:5]([CH2:8][NH:9][CH:10]([CH3:11])[c:12]2[cH:13][c:14]([Cl:18])[cH:15][cH:16][cH:17]2)[cH:6][cH:7]1. Product: CC(O)COc1cc(CNC(C)c2cccc(Cl)c2)ccc1Cl. Starting materials: O=C([O-])[O-], CC1CO1, CC#N, CC(NCc1ccc(Cl)c(O)c1)c1cccc(Cl)c1, [Cs+], [Cs+]. Starting materials: COC(=O)COc1ccc(-c2ccc(NC(=O)OC(C)(C)C)cc2)cc1, Cl, C1COCCO1. The product is COC(=O)COc1ccc(-c2ccc([NH3+])cc2)cc1, [Cl-]. Reaction SMILES: [CH3:2][O:3][C:4]([CH2:5][O:6][c:7]1[cH:8][cH:9][c:10](-[c:13]2[cH:14][cH:15][c:16]([NH:19][C:20]([O:21][C:22]([CH3:23])([CH3:24])[CH3:25])=[O:26])[cH:17][cH:18]2)[cH:11][cH:12]1)=[O:27].[ClH:1].[O:28]1[CH2:29][CH2:30][O:31][CH2:32][CH2:33]1>>[CH3:2][O:3][C:4]([CH2:5][O:6][c:7]1[cH:8][cH:9][c:10](-[c:13]2[cH:14][cH:15][c:16]([NH3+:19])[cH:17][cH:18]2)[cH:11][cH:12]1)=[O:27].[Cl-:1]. The reactants are C1CCOC1, CC(C)=O, CCS(=O)(=O)O, Cc1ccc(C(=O)Nc2nccs2)cc1-c1nc(NCc2ncc[nH]2)nc2c1ccc(=O)n2-c1c(F)cccc1F. The product is CCS(=O)(=O)O, Cc1ccc(C(=O)Nc2nccs2)cc1-c1nc(NCc2ncc[nH]2)nc2c1ccc(=O)n2-c1c(F)cccc1F. RXN SMILES: [CH2:52]1[O:53][CH2:54][CH2:55][CH2:56]1.[CH3:1][C:2](=[O:3])[CH3:4].[CH3:46][CH2:47][S:48]([OH:49])(=[O:50])=[O:51].[F:5][c:6]1[c:7](-[n:13]2[c:14](=[O:45])[cH:15][cH:16][c:17]3[c:18]2[n:19][c:20]([NH:38][CH2:39][c:40]2[nH:41][cH:42][cH:43][n:44]2)[n:21][c:22]3-[c:23]2[cH:24][c:25]([C:26](=[O:27])[NH:28][c:29]3[s:30][cH:31][cH:32][n:33]3)[cH:34][cH:35][c:36]2[CH3:37])[c:8]([F:12])[cH:9][cH:10][cH:11]1>>[CH3:46][CH2:47][S:48](=[O:49])(=[O:50])[OH:51].[F:5][c:6]1[c:7](-[n:13]2[c:14](=[O:45])[cH:15][cH:16][c:17]3[c:18]2[n:19][c:20]([NH:38][CH2:39][c:40]2[n:41][cH:42][cH:43][nH:44]2)[n:21][c:22]3-[c:23]2[cH:24][c:25]([C:26](=[O:27])[NH:28][c:29]3[s:30][cH:31][cH:32][n:33]3)[cH:34][cH:35][c:36]2[CH3:37])[c:8]([F:12])[cH:9][cH:10][cH:11]1. Reactants: C=C(C)n1c(=O)[nH]c2ccccc21, CI, Cl, [H-], [Na+], CN(C)C=O. Product: Cn1c(=O)[nH]c2ccccc21. Reaction SMILES: [C:1]([CH3:2])(=[CH2:3])[n:4]1[c:5](=[O:13])[nH:6][c:7]2[c:8]1[cH:9][cH:10][cH:11][cH:12]2.[CH3:16][I:17].[ClH:18].[H-:14].[Na+:15].[O:19]=[CH:20][N:21]([CH3:22])[CH3:23]>>[CH3:1][n:4]1[c:5](=[O:13])[nH:6][c:7]2[c:8]1[cH:9][cH:10][cH:11][cH:12]2.